The task is: describe an organic reaction: reactants, conditions, products, and yield. This data is from the Open Reaction Database (ORD), a public repository of structured organic reaction records. Reactants: N (ammonia), Sodium nitride, NC1=NC=C(C=C1Br)C (2-amino-3-bromo-5-methylpyridine), Cl (hydrochloric acid). Run in O (water), O (water). Reaction conditions: time 90 minute. Yields the product BrC=1C(=NC=C(C1)C)Cl (3-bromo-2-chloro-5-methylpyridine). RXN SMILES: N[C:2]1[C:7]([Br:8])=[CH:6][C:5]([CH3:9])=[CH:4][N:3]=1.N.[ClH:11]>O>[Br:8][C:7]1[C:2]([Cl:11])=[N:3][CH:4]=[C:5]([CH3:9])[CH:6]=1. Procedure: The product from (a) (145 g) was dissolved in concentrated hydrochloric acid (750 ml) and water (450 ml) and the solution cooled to -10° C. Sodium nitride (54 g) in cold water (450 ml) was added dropwise with stirring over a period of 90 minutes while the mixture was kept at -5° C. The solution was stirred for a further 2 hours, and then basified with concentrated ammonia, keeping the temperature below 20° C. The solid which separated was washed with water, dried, dissolved in ether (1500 ml) an... The reactants are COC1=CC=CC=2N=C(SC21)C(F)(F)F (7-methoxy-2-(trifluoromethyl)-1,3-benzothiazole), B(Br)(Br)Br (boron tribromide), O (Water), CO (Methanol). The solvent is ClCCl (dichloromethane). Run at time 18 hour. The product is FC(C=1SC2=C(N1)C=CC=C2O)(F)F (2-(trifluoromethyl)-1,3-benzothiazol-7-ol). As a reaction SMILES: C[O:2][C:3]1[C:11]2[S:10][C:9]([C:12]([F:15])([F:14])[F:13])=[N:8][C:7]=2[CH:6]=[CH:5][CH:4]=1.B(Br)(Br)Br.CO.O>ClCCl>[F:15][C:12]([F:13])([F:14])[C:9]1[S:10][C:11]2[C:3]([OH:2])=[CH:4][CH:5]=[CH:6][C:7]=2[N:8]=1. Procedure details: A solution of 7-methoxy-2-(trifluoromethyl)-1,3-benzothiazole (C26) (398 mg, 1.71 mmol) in dichloromethane (10 mL) at −78° C. was treated with boron tribromide (1 M in dichloromethane, 3.41 mL, 3.41 mmol), warmed to room temperature and stirred for 18 hours. Methanol (3.0 mL) was added to the mixture at −78° C. and the mixture was warmed to room temperature. Water (30 mL) was added and the mixture was extracted with dichloromethane (2×10 mL). The combined organic layers were dried over sodium su... The reactants are C(CN)N (1,2-ethylene diamine), OO (hydrogen peroxide), CC1(CC(CC(C1)(C)CN=C=O)N=C=O)C (IPDI), [N-]=C=O (isocyanate), O=C1C(O)=C(O)[C@H](O1)[C@@H](O)CO (ascorbic acid), C(C)(C)(C)OO (t-butylhydroperoxide). The reagents and catalysts are [Fe].C(CN(CC(=O)O)CC(=O)O)N(CC(=O)O)CC(=O)O (Fe EDTA). The solvent is O (water), C(C)N(CC)CC (triethylamine), O (water). Conditions: temperature 80 celsius, time 1 hour. Yields the product C(C(=C)C)(=O)OC (methyl methacrylate), COC1=CC=C(C=C1)O (p-methoxyphenol). As a reaction SMILES: [CH3:1]C1(C)CC(CN=C=O)(C)CC(N=C=O)C1.[N-]=[C:18]=O.C(N)CN.[O:24]=[C:25]1[O:31][C@H:30]([C@H:32]([CH2:34]O)[OH:33])[C:28](O)=[C:26]1[OH:27].C(OO)(C)(C)C.OO>O.[Fe].C(N(CC(O)=O)CC(O)=O)CN(CC(O)=O)CC(O)=O.C(N(CC)CC)C>[C:25]([O:31][CH3:30])(=[O:24])[C:26]([CH3:1])=[CH2:28].[CH3:18][O:27][C:26]1[CH:25]=[CH:34][C:32]([OH:33])=[CH:30][CH:28]=1 |f:7.8|. Reported procedure: IPDI (262 g) was added to a reaction flask under dry air and heated to 80° C. A mixture of GALA (54.2 g), Neopentyl glycol (13.0 g), trimethylolpropane (3.05 g), a saturated polesterdiol (269 g, 1027 g/mol), methyl methacrylate (178.54 g), and p-methoxyphenol (250 mg) was prepared and added to the reactor to keep the temperature at 80° C. When the isocyanate content was 5.76%, triethylamine (23.0 g) was added and the mixture was added to water (2149 g) with stirring. To the dispersion was added ...